Dataset: the Open Reaction Database (ORD), a public repository of structured organic reaction records. Task: describe an organic reaction: reactants, conditions, products, and yield Reactants: ClC1=C(C=C(C=C1)[N+](=O)[O-])[N+](=O)[O-] (1-chloro-2,4-dinitro-benzene), CN(CCN)C (N,N-dimethyl-ethylenediamine). The product is CN(CCNC1=C(C=C(C=C1)[N+](=O)[O-])[N+](=O)[O-])C (4-(2-dimethylamino-ethyl-amino)-1,3-dinitrobenzene). RXN SMILES: Cl[C:2]1[CH:7]=[CH:6][C:5]([N+:8]([O-:10])=[O:9])=[CH:4][C:3]=1[N+:11]([O-:13])=[O:12].[CH3:14][N:15]([CH3:19])[CH2:16][CH2:17][NH2:18]>>[CH3:14][N:15]([CH3:19])[CH2:16][CH2:17][NH:18][C:2]1[CH:7]=[CH:6][C:5]([N+:8]([O-:10])=[O:9])=[CH:4][C:3]=1[N+:11]([O-:13])=[O:12]. Procedure details: Prepared from 1-chloro-2,4-dinitro-benzene and N,N-dimethyl-ethylenediamine